This data is from the Open Reaction Database (ORD), a public repository of structured organic reaction records. The task is: describe an organic reaction: reactants, conditions, products, and yield Starting materials: NC1=C(C=CC(=C1)[N+](=O)[O-])O (2-amino-4-nitrophenol), C(C1=CC=CC=C1)=O (benzaldehyde). The solvent is C(C)O (ethanol). Yields the product C(C1=CC=CC=C1)=NC1=C(C=CC(=C1)[N+](=O)[O-])O (2-benzylideneamino-4-nitrophenol). As a reaction SMILES: [NH2:1][C:2]1[CH:7]=[C:6]([N+:8]([O-:10])=[O:9])[CH:5]=[CH:4][C:3]=1[OH:11].[CH:12](=O)[C:13]1[CH:18]=[CH:17][CH:16]=[CH:15][CH:14]=1>C(O)C>[CH:12](=[N:1][C:2]1[CH:7]=[C:6]([N+:8]([O-:10])=[O:9])[CH:5]=[CH:4][C:3]=1[OH:11])[C:13]1[CH:18]=[CH:17][CH:16]=[CH:15][CH:14]=1. Procedure details: A solution of 6.16 g of 2-amino-4-nitrophenol and 4.77 g of benzaldehyde in ethanol is refluxed. The reaction solution is condensed and cooled. The crystalline precipitates are collected by filtration to give 2-benzylideneamino-4-nitrophenol. 15.5 g of lead tetraacetate are added to a benzene suspension of the product obtained above, and the mixture is stirred. After the reaction, insoluble materials are filtered off. The filtrate is washed, and condensed. The residue is purified by silica gel c... Yield: 80.8%. Reaction conditions: time 12 hour. Reagents/catalysts: [Pd] (Palladium on carbon). Reaction SMILES: [CH3:1][O:2][C:3](=[O:10])[CH:4]=[CH:5][C:6]([CH3:9])([CH3:8])[CH3:7]>CO.C(OCC)(=O)C.[Pd]>[CH3:1][O:2][C:3](=[O:10])[CH2:4][CH2:5][C:6]([CH3:9])([CH3:8])[CH3:7]. Solvent: CO (MeOH), C(C)(=O)OCC (ethyl acetate). Starting materials: COC(C=CC(C)(C)C)=O (4,4-Dimethyl-pent-2-enoic acid methyl ester). Yields the product COC(CCC(C)(C)C)=O (4,4-dimethyl-pentanoic acid methyl ester). Procedure details: 4,4-Dimethyl-pent-2-enoic acid methyl ester (8.52 g, 60.0 mmol) was dissolved in MeOH (30 mL) and ethyl acetate (30 mL). Palladium on carbon (10 wt %) (˜50 mg) was added to the reaction and was placed under a H2 balloon (1 atm). The reaction was allowed to stir for 12 hours, flushed with nitrogen and filtered over a pad of celite. Evaporated to provide 4,4-dimethyl-pentanoic acid methyl ester (7.0 g, 48.5 mmol, 81%) as a colorless oil: 1H NMR (CDCl3, 400 MHz) δ 0.89 (s, 9H), 1.53-1.57 (m, 2H), 2... The reactants are C(OC(C(F)(F)F)C(F)(F)F)F (sevoflurane), C(OC(C(F)(F)F)C(F)(F)F)F (sevoflurane). The solvent is O (water). Yields the product C(OC(C(F)(F)F)C(F)(F)F)F (sevoflurane), C(C(F)(F)F)(C(F)(F)F)O (HFIP). Reaction SMILES: [CH2:1]([F:12])[O:2][CH:3]([C:8]([F:11])([F:10])[F:9])[C:4]([F:7])([F:6])[F:5]>O>[CH2:1]([F:12])[O:2][CH:3]([C:4]([F:7])([F:5])[F:6])[C:8]([F:9])([F:11])[F:10].[CH:3]([OH:2])([C:8]([F:11])([F:10])[F:9])[C:4]([F:7])([F:6])[F:5]. Procedure details: The steps of combining the crude sevoflurane with water in an amount sufficient to produce a multiphase mixture comprising an aqueous phase and a sevoflurane phase, contacting the aqueous phase and the sevoflurane phase with each other under conditions and for a time sufficient to extract at least a portion of the HFIP from the sevoflurane phase into the aqueous phase, and separating the phases of the multiphase mixture without fractional distillation, may, if necessary, be repeated. Purified se... Starting materials: NC1=NC=CC=C1 (2-aminopyridine), BrC=1C(C2=CC=C(C=C2C(C1Br)=O)F)=O (2,3-dibromo-1,4-dihydro-1,4-dioxo-6-fluoronaphthalene). Run in C(C)O (ethanol). Yields the product O=C1C=2C=C(C=CC2C(C2=C1N=C1N2C=CC=C1)=O)F (6,11-dihydro-6,11-dioxo-8-fluoronaphtho[2',3':4,5]imidazo[1,2-a]pyridine). The yield is 24.7%. RXN SMILES: [NH2:1][C:2]1[CH:7]=[CH:6][CH:5]=[CH:4][N:3]=1.Br[C:9]1[C:10](=[O:22])[C:11]2[C:16]([C:17](=[O:20])[C:18]=1Br)=[CH:15][C:14]([F:21])=[CH:13][CH:12]=2>C(O)C>[O:20]=[C:17]1[C:18]2[N:1]=[C:2]3[CH:7]=[CH:6][CH:5]=[CH:4][N:3]3[C:9]=2[C:10](=[O:22])[C:11]2[CH:12]=[CH:13][C:14]([F:21])=[CH:15][C:16]1=2. Procedure details: 1.4 g (15 mmol, 2 eq) of 2-aminopyridine are added to a suspension of 2.5 g (7.5 mmol, 1.0 eq) of 2,3-dibromo-1,4-dihydro-1,4-dioxo-6-fluoronaphthalene in 50 mL of ethanol. The reaction mixture is brought to reflux of the solvent for 20 h, then brought to ambient temperature. The tan precipitate formed is filtered and washed profusely with ethanol. The solid obtained is purified by flash chromatography on a column of silica gel (support: silica 6-35 mm; (10 cm φ, 25 cm h; eluant: dichloromethane... Starting materials: Br, CCOC(C)=O, CS(=O)(=O)O, [Cu]Br, O=N[O-], Nc1ccc2c(c1)CC(=O)c1ccccc1O2, [Na+]. Yields the product O=C1Cc2cc(Br)ccc2Oc2ccccc21. Reaction SMILES: [BrH:28].[CH3:22][CH2:23][O:24][C:25](=[O:26])[CH3:27].[CH3:29][S:30](=[O:31])(=[O:32])[OH:33].[Cu:34][Br:35].[N:18]([O-:19])=[O:20].[NH2:1][c:2]1[cH:3][c:4]2[c:5]([cH:16][cH:17]1)[O:6][c:7]1[c:8]([cH:12][cH:13][cH:14][cH:15]1)[C:9](=[O:11])[CH2:10]2.[Na+:21]>>[c:2]1([Br:28])[cH:3][c:4]2[c:5]([cH:16][cH:17]1)[O:6][c:7]1[c:8]([cH:12][cH:13][cH:14][cH:15]1)[C:9](=[O:11])[CH2:10]2. Reactants: COc1cc(COC2CN(C(=O)OC(C)(C)C)CC(OCC(O)Cn3cncn3)C2c2ccc(OCCCOc3ccccc3[N+](=O)[O-])cc2)cc2ccccc12, CO, Cl. Yields the product COc1cc(COC2CNCC(OCC(O)Cn3cncn3)C2c2ccc(OCCCOc3ccccc3[N+](=O)[O-])cc2)cc2ccccc12. Reaction SMILES: [C:1]([O:2][C:3](=[O:4])[N:8]1[CH2:9][CH:10]([O:48][CH2:49][CH:50]([CH2:51][n:52]2[n:53][cH:54][n:55][cH:56]2)[OH:57])[CH:11]([c:28]2[cH:29][cH:30][c:31]([O:34][CH2:35][CH2:36][CH2:37][O:38][c:39]3[c:40]([N+:45](=[O:46])[O-:47])[cH:41][cH:42][cH:43][cH:44]3)[cH:32][cH:33]2)[CH:12]([O:14][CH2:15][c:16]2[cH:17][c:18]3[cH:19][cH:20][cH:21][cH:22][c:23]3[c:24]([O:26][CH3:27])[cH:25]2)[CH2:13]1)([CH3:5])([CH3:6])[CH3:7].[CH3:59][OH:60].[ClH:58]>>[NH:8]1[CH2:9][CH:10]([O:48][CH2:49][CH:50]([CH2:51][n:52]2[n:53][cH:54][n:55][cH:56]2)[OH:57])[CH:11]([c:28]2[cH:29][cH:30][c:31]([O:34][CH2:35][CH2:36][CH2:37][O:38][c:39]3[c:40]([N+:45](=[O:46])[O-:47])[cH:41][cH:42][cH:43][cH:44]3)[cH:32][cH:33]2)[CH:12]([O:14][CH2:15][c:16]2[cH:17][c:18]3[cH:19][cH:20][cH:21][cH:22][c:23]3[c:24]([O:26][CH3:27])[cH:25]2)[CH2:13]1.